Dataset: the Open Reaction Database (ORD), a public repository of structured organic reaction records. Task: describe an organic reaction: reactants, conditions, products, and yield Reactants: CC(=O)[O-], CC(=O)O, CCOC(=O)C(Cl)C(C)=O, Cl, [K+], O=N[O-], CCc1cc(C(=O)c2ccccc2Cl)c(N)s1, [Na+], O. Yields the product CCOC(=O)C(Cl)N=Nc1sc(CC)cc1C(=O)c1ccccc1Cl. RXN SMILES: [CH3:34][C:35](=[O:36])[O-:37].[CH3:39][C:40](=[O:41])[OH:42].[Cl:23][CH:24]([C:25](=[O:26])[O:27][CH2:28][CH3:29])[C:30]([CH3:31])=[O:32].[ClH:18].[K+:33].[N:19]([O-:20])=[O:21].[NH2:1][c:2]1[s:3][c:4]([CH2:16][CH3:17])[cH:5][c:6]1[C:7]([c:8]1[c:9]([Cl:14])[cH:10][cH:11][cH:12][cH:13]1)=[O:15].[Na+:22].[OH2:38]>>[N:1]([c:2]1[s:3][c:4]([CH2:16][CH3:17])[cH:5][c:6]1[C:7]([c:8]1[c:9]([Cl:14])[cH:10][cH:11][cH:12][cH:13]1)=[O:15])=[N:19][CH:24]([Cl:23])[C:25](=[O:26])[O:27][CH2:28][CH3:29].